describe an organic reaction: reactants, conditions, products, and yield From a dataset of the Open Reaction Database (ORD), a public repository of structured organic reaction records. Reactants: Cc1ccccc1, CCOC(C)=O, O=[N+]([O-])c1cccnc1Cl, Nc1ccccc1C(=O)c1cccc(F)c1. Yields the product O=C(c1cccc(F)c1)c1ccccc1Nc1ncccc1[N+](=O)[O-]. As a reaction SMILES: [CH3:27][c:28]1[cH:29][cH:30][cH:31][cH:32][cH:33]1.[CH3:34][CH2:35][O:36][C:37](=[O:38])[CH3:39].[Cl:17][c:18]1[n:19][cH:20][cH:21][cH:22][c:23]1[N+:24](=[O:25])[O-:26].[NH2:1][c:2]1[c:3]([C:4](=[O:5])[c:6]2[cH:7][c:8]([F:12])[cH:9][cH:10][cH:11]2)[cH:13][cH:14][cH:15][cH:16]1>>[NH:1]([c:2]1[c:3]([C:4](=[O:5])[c:6]2[cH:7][c:8]([F:12])[cH:9][cH:10][cH:11]2)[cH:13][cH:14][cH:15][cH:16]1)[c:18]1[n:19][cH:20][cH:21][cH:22][c:23]1[N+:24](=[O:25])[O-:26]. Starting materials: CN(C=CC(=O)C=1C(=NC=CC1)Cl)C (3-dimethylamino-1-(2-chloro-3-pyridyl)-2-propen-1-one), N(=O)O.C(C)OC(=O)C=1C=C(C=CC1)NC(=N)N (3-ethoxycarbonyl-phenyl-guanidine nitrite), [OH-].[Li+] (lithium hydroxide). Run in CC(CC)O (2-butanol). The product is C(C)OC(=O)C=1C=C(C=CC1)NC1=NC=CC(=N1)C=1C(=NC=CC1)Cl (N-[3-ethoxycarbonyl-phenyl]-4-(2-chloro-3-pyridyl)-2-pyrimidineamine). The yield is 84.0%. Reaction SMILES: CN(C)[CH:3]=[CH:4][C:5]([C:7]1[C:8]([Cl:13])=[N:9][CH:10]=[CH:11][CH:12]=1)=O.N(O)=O.[CH2:18]([O:20][C:21]([C:23]1[CH:24]=[C:25]([NH:29][C:30]([NH2:32])=[NH:31])[CH:26]=[CH:27][CH:28]=1)=[O:22])[CH3:19].[OH-].[Li+]>CC(O)CC>[CH2:18]([O:20][C:21]([C:23]1[CH:24]=[C:25]([NH:29][C:30]2[N:32]=[C:5]([C:7]3[C:8]([Cl:13])=[N:9][CH:10]=[CH:11][CH:12]=3)[CH:4]=[CH:3][N:31]=2)[CH:26]=[CH:27][CH:28]=1)=[O:22])[CH3:19] |f:1.2,3.4|. Reported procedure: A mixture of 3-dimethylamino-1-(2-chloro-3-pyridyl)-2-propen-1-one (810 mg, 3.86 mmol), 3-ethoxycarbonyl-phenyl-guanidine nitrite (1.07 g, 3.96 mmol), lithium hydroxide (105 mg, 4.38 mmol) in 2-butanol (20 mL) is heated to reflux overnight. The reaction mixture is cooled to room temperature, the solvent is removed and water (40 mL) is added. The solid is collected by filtration and washed with water, isopropanol and dried to give N-[3-ethoxycarbonyl-phenyl]-4-(2-chloro-3-pyridyl)-2-pyrimidineami...